Dataset: the Open Reaction Database (ORD), a public repository of structured organic reaction records. Task: describe an organic reaction: reactants, conditions, products, and yield The yield is 5.7%. Conditions: temperature 22 celsius, time 20 hour. Run in CC(C)O (isopropyl alcohol), CC(C)O (isopropylalcohol). Product: Cc1ccc2nc(c3cc(c(c(c3)[Br])O)[Br])c(NC3CCCCC3)n2c1. The reactants are C(c1cc(c(c(c1)[Br])O)[Br])=O, CC1=CN=C(C=C1)N, [C-]#[N+]C1CCCCC1. As a reaction SMILES: CC1=CC=C(N)N=C1.[C-]#[N+]C1CCCCC1.OC1=C(Br)C=C(C=O)C=C1Br>>CC1=CN2C(C=C1)=NC(=C2NC1CCCCC1)C1=CC(Br)=C(O)C(Br)=C1. Reagents/catalysts: O=C(O)C(F)(F)F (trifluoroacetic acid). The reactants are NC(C1=CC=C(OCCCN2CCC(CC2)CCCOC2=CC(=C(C(=NO)N)C=C2)F)C=C1)=NO (4-{3-[1-(3-{4-[amino(hydroxyimino)methyl]phenoxy}propyl)-4-piperidinyl]propoxy}-2-fluoro-N′-hydroxybenzamidine), C(C)(=O)OC(C)=O (acetic anhydride). Reagents/catalysts: [C].[Pd] (palladium-carbon). Run in C(C)(=O)O (acetic acid). Reaction conditions: time 1 hour. Yields the product NC(C1=CC=C(OCCCN2CCC(CC2)CCCOC2=CC(=C(C(=N)N)C=C2)F)C=C1)=N (4-{3-[1-(3-{4-[amino(imino)methyl]phenoxy}propyl)-4-piperidinyl]propoxy}-2-fluorobenzamidine). The yield is 82.2%. As a reaction SMILES: [NH2:1][C:2](=[N:34]O)[C:3]1[CH:33]=[CH:32][C:6]([O:7][CH2:8][CH2:9][CH2:10][N:11]2[CH2:16][CH2:15][CH:14]([CH2:17][CH2:18][CH2:19][O:20][C:21]3[CH:30]=[CH:29][C:24]([C:25]([NH2:28])=[N:26]O)=[C:23]([F:31])[CH:22]=3)[CH2:13][CH2:12]2)=[CH:5][CH:4]=1.C(OC(=O)C)(=O)C>[C].[Pd].C(O)(=O)C>[NH2:34][C:2](=[NH:1])[C:3]1[CH:4]=[CH:5][C:6]([O:7][CH2:8][CH2:9][CH2:10][N:11]2[CH2:16][CH2:15][CH:14]([CH2:17][CH2:18][CH2:19][O:20][C:21]3[CH:30]=[CH:29][C:24]([C:25]([NH2:28])=[NH:26])=[C:23]([F:31])[CH:22]=3)[CH2:13][CH2:12]2)=[CH:32][CH:33]=1 |f:2.3|. Procedure details: To an acetic acid (2.0 mL) suspension of 56 mg of 4-{3-[1-(3-{4-[amino(hydroxyimino)methyl]phenoxy}propyl)-4-piperidinyl]propoxy}-2-fluoro-N′-hydroxybenzamidine was added 0.043 mL of acetic anhydride at room temperature, which was then stirred at the same temperature for one hour. To this mixture was added 5.0 mg of 5% palladium-carbon, which was then stirred under hydrogen atmosphere for 2 hours. Insoluble matter was filtered off, and the solvent was distilled off under reduced pressure. Theret... The reactants are Nc1cccc(Br)c1, O=C(Cl)C=Cc1ccccc1, ClCCl, Cc1cccc(C)n1. The product is O=C(C=Cc1ccccc1)Nc1cccc(Br)c1. Reaction SMILES: [Br:1][c:2]1[cH:3][c:4]([NH2:5])[cH:6][cH:7][cH:8]1.[C:17]([CH:18]=[CH:19][c:20]1[cH:21][cH:22][cH:23][cH:24][cH:25]1)(=[O:26])[Cl:27].[Cl:28][CH2:29][Cl:30].[n:9]1[c:10]([CH3:11])[cH:12][cH:13][cH:14][c:15]1[CH3:16]>>[Br:1][c:2]1[cH:3][c:4]([NH:5][C:17]([CH:18]=[CH:19][c:20]2[cH:21][cH:22][cH:23][cH:24][cH:25]2)=[O:26])[cH:6][cH:7][cH:8]1. The reactants are O1CCCC1 (tetrahydrofuran), C(CCC)NS(=O)(=O)CC(C(C(CC1CCCCC1)NC(CCC(C)C)=O)O)O (N-[4-[(butylamino)sulfonyl]-1-(cyclohexylmethyl)-2,3-dihydroxybutyl]-4-methylpentanamide), product, γ-dihydroxy-δ-[(4-methylpentyl)amino]cyclohexanepentanesulfonamide, monoacetate salt, CO (methanol), CO (methanol). The solvent is C(Cl)(Cl)Cl (chloroform). Reaction conditions: time 1 hour. Yields the product C(C)(=O)O.C(CCC)NS(=O)(=O)CC(C(C(CC1CCCCC1)NCCCC(C)C)O)O (N-Butyl-β,γ-dihydroxy-δ-[(4-methylpentyl)amino]cyclohexanepentanesulfonamide, monoacetate salt). As a reaction SMILES: [O:1]1[CH2:5][CH2:4]CC1.[CH2:6]([NH:10][S:11]([CH2:14][CH:15]([OH:34])[CH:16]([OH:33])[CH:17]([NH:25][C:26](=O)[CH2:27][CH2:28][CH:29]([CH3:31])[CH3:30])[CH2:18][CH:19]1[CH2:24][CH2:23][CH2:22][CH2:21][CH2:20]1)(=[O:13])=[O:12])[CH2:7][CH2:8][CH3:9].CO>C(Cl)(Cl)Cl>[C:5]([OH:1])(=[O:12])[CH3:4].[CH2:6]([NH:10][S:11]([CH2:14][CH:15]([OH:34])[CH:16]([OH:33])[CH:17]([NH:25][CH2:26][CH2:27][CH2:28][CH:29]([CH3:30])[CH3:31])[CH2:18][CH:19]1[CH2:20][CH2:21][CH2:22][CH2:23][CH2:24]1)(=[O:12])=[O:13])[CH2:7][CH2:8][CH3:9] |f:4.5|. Reported procedure: Borane dimethylsulfide complex (10 molar, 0.9 ml., 9 mmole) was added dropwise to a tetrahydrofuran solution (3 ml.) of [1S-(1R*,2S*,3S*)]-N-[4-[(butylamino)sulfonyl]-1-(cyclohexylmethyl)-2,3-dihydroxybutyl]-4-methylpentanamide (100 mg., 0.23 mmole, product of Example 38). The reaction mixture is stirred at 50° for one hour, quenched with 1N HCl (10 ml.), and after 30 minutes, saturated sodium bicarbonate was added (pH 8). The product was extracted with ethyl acetate (2×150 ml.) and this solutio... Reactants: BrCCc1ccsc1, Nc1cc(C(=O)O)cc(S)c1Oc1ccccc1, [Na+], [OH-]. The product is Nc1cc(C(=O)O)cc(SCc2ccsc2)c1Oc1ccccc1. RXN SMILES: [Br:19][CH2:20][CH2:21][c:22]1[cH:23][s:24][cH:25][cH:26]1.[NH2:1][c:2]1[c:3]([O:12][c:13]2[cH:14][cH:15][cH:16][cH:17][cH:18]2)[c:4]([SH:11])[cH:5][c:6]([C:7](=[O:8])[OH:9])[cH:10]1.[Na+:28].[OH-:27]>>[NH2:1][c:2]1[c:3]([O:12][c:13]2[cH:14][cH:15][cH:16][cH:17][cH:18]2)[c:4]([S:11][CH2:21][c:22]2[cH:23][s:24][cH:25][cH:26]2)[cH:5][c:6]([C:7](=[O:8])[OH:9])[cH:10]1. Starting materials: C(C)C1=CN(C2=C1C=NC(=C2)C(=O)N(C)OC)CCCOC (3-Ethyl-N-methoxy-1-(3-methoxypropyl)-N-methyl-1H-pyrrolo[3,2-c]pyridine-6-carboxamide), C[Mg]Br (methylmagnesium bromide). Yields the product C(C)C1=CN(C2=C1C=NC(=C2)C(C)=O)CCCOC (1-[3-ethyl-1-(3-methoxypropyl)-1H-pyrrolo[3,2-c]pyridin-6-yl]ethanone). RXN SMILES: [CH2:1]([C:3]1[C:7]2[CH:8]=[N:9][C:10]([C:12](N(OC)C)=[O:13])=[CH:11][C:6]=2[N:5]([CH2:18][CH2:19][CH2:20][O:21][CH3:22])[CH:4]=1)[CH3:2].[CH3:23][Mg]Br>>[CH2:1]([C:3]1[C:7]2[CH:8]=[N:9][C:10]([C:12](=[O:13])[CH3:23])=[CH:11][C:6]=2[N:5]([CH2:18][CH2:19][CH2:20][O:21][CH3:22])[CH:4]=1)[CH3:2]. Procedure details: 3-Ethyl-N-methoxy-1-(3-methoxypropyl)-N-methyl-1H-pyrrolo[3,2-c]pyridine-6-carboxamide and methylmagnesium bromide were treated in the similar manner to Reference Example 6(5) to give 1-[3-ethyl-1-(3-methoxypropyl)-1H-pyrrolo[3,2-c]pyridin-6-yl]ethanone [REx(106-4)] as a pale yellow oil